From a dataset of the Open Reaction Database (ORD), a public repository of structured organic reaction records. describe an organic reaction: reactants, conditions, products, and yield Starting materials: CC(C)[N-]C(C)C, COc1nc(Cl)cnc1NS(=O)(=O)c1cccc(F)c1, ClC(Cl)(Cl)C(Cl)(Cl)Cl, [Li+], C1CCOC1. Yields the product COc1nc(Cl)cnc1NS(=O)(=O)c1cccc(F)c1Cl. As a reaction SMILES: [CH:21]([N-:22][CH:23]([CH3:24])[CH3:25])([CH3:26])[CH3:27].[Cl:1][c:2]1[n:3][c:4]([O:19][CH3:20])[c:5]([NH:8][S:9](=[O:10])(=[O:11])[c:12]2[cH:13][c:14]([F:18])[cH:15][cH:16][cH:17]2)[n:6][cH:7]1.[Cl:29][C:30]([C:31]([Cl:32])([Cl:33])[Cl:34])([Cl:35])[Cl:36].[Li+:28].[O:37]1[CH2:38][CH2:39][CH2:40][CH2:41]1>>[Cl:1][c:2]1[n:3][c:4]([O:19][CH3:20])[c:5]([NH:8][S:9](=[O:10])(=[O:11])[c:12]2[c:13]([Cl:29])[c:14]([F:18])[cH:15][cH:16][cH:17]2)[n:6][cH:7]1. Starting materials: BrC=1C=CC2=C(C(=C(O2)C(=O)OC)C)C1 (methyl 5-bromo-3-methyl-1-benzofuran-2-carboxylate), BrC=1C=CC2=C(C(=C(O2)C(=O)OC)C)C1 (methyl 5-bromo-3-methyl-1-benzofuran-2-carboxylate), N1CCOCC1 (morpholine), C([O-])([O-])=O.[Cs+].[Cs+] (cesium carbonate), CC1(C2=CC=CC(=C2OC=2C(=CC=CC12)P(C1=CC=CC=C1)C1=CC=CC=C1)P(C1=CC=CC=C1)C1=CC=CC=C1)C (9,9-dimethyl-4,5-bis(diphenylphosphino)xanthene). Isolated yield 13.0%. Reaction SMILES: Br[C:2]1[CH:3]=[CH:4][C:5]2[O:9][C:8]([C:10]([O:12][CH3:13])=[O:11])=[C:7]([CH3:14])[C:6]=2[CH:15]=1.[NH:16]1[CH2:21][CH2:20][O:19][CH2:18][CH2:17]1.C(=O)([O-])[O-].[Cs+].[Cs+].CC1(C)C2C=CC=C(P(C3C=CC=CC=3)C3C=CC=CC=3)C=2OC2C1=CC=CC=2P(C1C=CC=CC=1)C1C=CC=CC=1>C1(C)C=CC=CC=1.C1C=CC(/C=C/C(/C=C/C2C=CC=CC=2)=O)=CC=1.C1C=CC(/C=C/C(/C=C/C2C=CC=CC=2)=O)=CC=1.C1C=CC(/C=C/C(/C=C/C2C=CC=CC=2)=O)=CC=1.[Pd].[Pd]>[CH3:14][C:7]1[C:6]2[CH:15]=[C:2]([N:16]3[CH2:21][CH2:20][O:19][CH2:18][CH2:17]3)[CH:3]=[CH:4][C:5]=2[O:9][C:8]=1[C:10]([O:12][CH3:13])=[O:11] |f:2.3.4,7.8.9.10.11|. The solvent is C1(=CC=CC=C1)C (toluene). The reagents and catalysts are C=1C=CC(=CC1)/C=C/C(=O)/C=C/C2=CC=CC=C2.C=1C=CC(=CC1)/C=C/C(=O)/C=C/C2=CC=CC=C2.C=1C=CC(=CC1)/C=C/C(=O)/C=C/C2=CC=CC=C2.[Pd].[Pd] (tris(dibenzylideneacetone)dipalladium). The product is CC1=C(OC2=C1C=C(C=C2)N2CCOCC2)C(=O)OC (methyl 3-methyl-5-(morpholin-4-yl)-1-benzofuran-2-carboxylate). Reported procedure: To a solution (100 mL) of methyl 5-bromo-3-methyl-1-benzofuran-2-carboxylate (5.4 g) synthesized in the above-mentioned (1) in toluene were added morpholine (5.2 mL), cesium carbonate (13.0 g), tris(dibenzylideneacetone)dipalladium (0) (0.92 g) and 9,9-dimethyl-4,5-bis(diphenylphosphino)xanthene (1.1 g), and the mixture was heated under reflux under argon atmosphere for 20 hr. The reaction mixture was cooled to room temperature, and filtered through celite. Water was added to the residue, and th... Reactants: OC1=NC(=NC2=CC=C(C=C12)C)N1CC2=C(C(CC1)=O)C=CC=C2 (2-(4-hydroxy-6-methylquinazolin-2-yl)-1,2,3,4-tetrahydro-5H-2-benzazepin-5-one), NCC1(COC1)N (3-(aminomethyl)oxetan-3-amine). The product is NC1(COC1)CNC1=NC(=NC2=CC=C(C=C12)C)N1CC2=C(C(CC1)=O)C=CC=C2 (2-(4-{[(3-Aminooxetan-3-yl)methyl]amino}-6-methylquinazolin-2-yl)-1,2,3,4-tetrahydro-5H-2-benzazepin-5-one). RXN SMILES: O[C:2]1[C:11]2[C:6](=[CH:7][CH:8]=[C:9]([CH3:12])[CH:10]=2)[N:5]=[C:4]([N:13]2[CH2:19][CH2:18][C:17](=[O:20])[C:16]3[CH:21]=[CH:22][CH:23]=[CH:24][C:15]=3[CH2:14]2)[N:3]=1.[NH2:25][CH2:26][C:27]1([NH2:31])[CH2:30][O:29][CH2:28]1>>[NH2:31][C:27]1([CH2:26][NH:25][C:2]2[C:11]3[C:6](=[CH:7][CH:8]=[C:9]([CH3:12])[CH:10]=3)[N:5]=[C:4]([N:13]3[CH2:19][CH2:18][C:17](=[O:20])[C:16]4[CH:21]=[CH:22][CH:23]=[CH:24][C:15]=4[CH2:14]3)[N:3]=2)[CH2:30][O:29][CH2:28]1. Procedure: The title compound was prepared in analogy to Example 62-1 in Scheme 23 by using 2-(4-hydroxy-6-methylquinazolin-2-yl)-1,2,3,4-tetrahydro-5H-2-benzazepin-5-one and 3-(aminomethyl)oxetan-3-amine. MS obsd. (ESI+) [(M+H)+] 404, 1H NMR (400 MHz, CD3OD) δ ppm 7.94 (s, 1 H), 7.90 (d, 1 H), 7.75 (d, 1 H), 7.65-7.55 (m, 3 H), 7.45 (t, 1 H), 5.40 (s, 2 H), 4.77-7.72 (m, 4 H), 4.40 (s, 2 H), 4.05 (brs, 2 H), 3.35 (t, 2 H), 2.43 (s, 3 H). The reactants are CC1=C(SC(=C1)N1C(N(CC1)CCOC1=CC=CC=C1)=O)C(=O)O (3-methyl-5-(2-oxo-3-(2-phenoxyethyl)imidazolidin-1-yl)thiophene-2-carboxylic acid), FC1=CC=C(CN2C(N(CC2)C2=CC(=C(S2)C(=O)O)C)=O)C=C1 (5-(3-(4-fluorobenzyl)-2-oxoimidazolidin-1-yl)-3-methylthiophene-2-carboxylic acid), CN1C=NC(=C1)CN ((1-methyl-1H-imidazol-4-yl)methanamine). Yields the product FC1=CC=C(CN2C(N(CC2)C2=CC(=C(S2)C(=O)NCC=2N=CN(C2)C)C)=O)C=C1 (5-(3-(4-fluorobenzyl)-2-oxoimidazolidin-1-yl)-3-methyl-N-((1-methyl-1H-imidazol-4-yl)methyl)thiophene-2-carboxamide). Yield: 74.0%. RXN SMILES: CC1C=C(N2CCN(CCOC3C=CC=CC=3)C2=O)SC=1C(O)=O.[F:25][C:26]1[CH:47]=[CH:46][C:29]([CH2:30][N:31]2[CH2:35][CH2:34][N:33]([C:36]3[S:40][C:39]([C:41]([OH:43])=O)=[C:38]([CH3:44])[CH:37]=3)[C:32]2=[O:45])=[CH:28][CH:27]=1.[CH3:48][N:49]1[CH:53]=[C:52]([CH2:54][NH2:55])[N:51]=[CH:50]1>>[F:25][C:26]1[CH:47]=[CH:46][C:29]([CH2:30][N:31]2[CH2:35][CH2:34][N:33]([C:36]3[S:40][C:39]([C:41]([NH:55][CH2:54][C:52]4[N:51]=[CH:50][N:49]([CH3:48])[CH:53]=4)=[O:43])=[C:38]([CH3:44])[CH:37]=3)[C:32]2=[O:45])=[CH:28][CH:27]=1. Reported procedure: Following the procedures as described in Example 55, making variations as required to replace 3-methyl-5-(2-oxo-3-(2-phenoxyethyl)imidazolidin-1-yl)thiophene-2-carboxylic acid with 5-(3-(4-fluorobenzyl)-2-oxoimidazolidin-1-yl)-3-methylthiophene-2-carboxylic acid to react with (1-methyl-1H-imidazol-4-yl)methanamine, the title compound was obtained as a yellowish solid in 74% yield: 1H NMR (300 MHz, CDCl3) δ 7.39 (s, 1H), 7.30-7.23 (m, 2H), 7.07-6.98 (m, 2H), 6.87 (s, 1H), 6.28 (t, J=5.0 Hz, 1H), ... Starting materials: [OH-].[Na+] (NaOH), ClC1=C(C=CC(=C1)Cl)CCCCCCCCC1C(CC(O1)=O)(C(=O)OC)O (5-[8-(2,4-dichlorophenyl)-octyl]-4-hydroxy-4 -methoxycarbonyltetrahydrofuran-2-one). Solvent: CO (methanol), O (water). Reaction conditions: time 24 hour. Yields the product C(=O)(O)[C@]1(CC(O[C@@H]1CCCCCCCCC1=C(C=C(C=C1)Cl)Cl)=O)O ((4R*,5R*) 4-Carboxy-5-[8-(2,4-dichlorophenyl)octyl]-4-hydroxytetrahydrofuran-2-one). The yield is 56.0%. RXN SMILES: [OH-].[Na+].[Cl:3][C:4]1[CH:9]=[C:8]([Cl:10])[CH:7]=[CH:6][C:5]=1[CH2:11][CH2:12][CH2:13][CH2:14][CH2:15][CH2:16][CH2:17][CH2:18][CH:19]1[O:23][C:22](=[O:24])[CH2:21][C:20]1([OH:29])[C:25]([O:27]C)=[O:26]>CO.O>[C:25]([C@:20]1([OH:29])[C@@H:19]([CH2:18][CH2:17][CH2:16][CH2:15][CH2:14][CH2:13][CH2:12][CH2:11][C:5]2[CH:6]=[CH:7][C:8]([Cl:10])=[CH:9][C:4]=2[Cl:3])[O:23][C:22](=[O:24])[CH2:21]1)([OH:27])=[O:26] |f:0.1|. Procedure details: Aqueous NaOH (1M, 4 ml, 4.0 mmol) was added dropwise to a stirred solution of ±(4R*,5R*,) 5-[8-(2,4-dichlorophenyl)-octyl]-4-hydroxy-4 -methoxycarbonyltetrahydrofuran-2-one (198 mg, 0.474 mmol) in methanol (4 ml) at 0° C. The solution was stirred at room temperature for 24 h, diluted with water, and washed with ether. The aqueous phase was acidified (aqueous HCl), and extracted with ether. The extracts were washed with water, saturated aqueous NaCl, and dried (MgSO4). The solvent was removed und... Starting materials: [N+](=O)([O-])C1=CC=C(C(=N)NS(=O)(=O)C=CC2=CC=C(C=C2)[N+](=O)[O-])C=C1 (4-nitro-N-(4-nitrostyrylsulfonyl)benzamidine), [OH-].[Na+] (sodium hydroxide), CC(=O)C (acetone). Yields the product [N+](=O)([O-])C1=CC=C(C(=N)NC=CC2=CC=C(C=C2)[N+](=O)[O-])C=C1 (4-nitro-N-(4-nitrostyryl)benzamidine). Isolated yield 68.0%. Reaction SMILES: [N+:1]([C:4]1[CH:26]=[CH:25][C:7]([C:8]([NH:10]S(C=CC2C=CC([N+]([O-])=O)=CC=2)(=O)=O)=[NH:9])=[CH:6][CH:5]=1)([O-:3])=[O:2].[OH-:27].[Na+].[CH3:29][C:30]([CH3:32])=O>>[N+:1]([C:4]1[CH:5]=[CH:6][C:7]([C:8]([NH:10][CH:29]=[CH:30][C:32]2[CH:25]=[CH:26][C:4]([N+:1]([O-:2])=[O:27])=[CH:5][CH:6]=2)=[NH:9])=[CH:25][CH:26]=1)([O-:3])=[O:2] |f:1.2|. Procedure: A solution of 4-nitro-N-(4-nitrostyrylsulfonyl)benzamidine (15.0 g., 0.04 mole) and 100 ml. of 2 N sodium hydroxide in 200 ml. of acetone is stirred for 25° C. for a period of 1 hr. Acetone is removed under reduced pressure, the mixture filtered and the filter cake washed with water and dried affording 8.4 g. (68% yield) of 4-nitro-N-(4-nitrostyryl)benzamidine free base, m.p. 214°-216° C. 4-Nitro-N-(4-nitrostyryl)benzamidine hydrochloride obtained in the usual manner has a melting point of 243°-... Starting materials: CCOC(=O)CCc1ccc(Cn2cc(Cl)cc(-c3ccc([N+](=O)[O-])cc3)c2=O)cc1, CC(=O)O, CCO, [Fe], O. The product is CCOC(=O)CCc1ccc(Cn2cc(Cl)cc(-c3ccc(N)cc3)c2=O)cc1. RXN SMILES: [CH2:5]([CH3:6])[O:7][C:8]([CH2:9][CH2:10][c:11]1[cH:12][cH:13][c:14]([CH2:17][n:18]2[c:19](=[O:34])[c:20](-[c:25]3[cH:26][cH:27][c:28]([N+:31]([O-:32])=[O:33])[cH:29][cH:30]3)[cH:21][c:22]([Cl:24])[cH:23]2)[cH:15][cH:16]1)=[O:35].[CH3:1][C:2](=[O:3])[OH:4].[CH3:36][CH2:37][OH:38].[Fe:40].[OH2:39]>>[CH2:5]([CH3:6])[O:7][C:8]([CH2:9][CH2:10][c:11]1[cH:12][cH:13][c:14]([CH2:17][n:18]2[c:19](=[O:34])[c:20](-[c:25]3[cH:26][cH:27][c:28]([NH2:31])[cH:29][cH:30]3)[cH:21][c:22]([Cl:24])[cH:23]2)[cH:15][cH:16]1)=[O:35]. The reactants are C#CC(C)O (but-1-yn-3-ol), [OH-].[K+] (KOH), C(C)(C)OC(C)C (di-isopropyl-ether), C(C)C1C(C(CCC1)(C)C)=O (2-ethyl-6,6-dimethyl-cyclohexanone). Solvent: O (water). The product is C(C)C1C(C(CCC1)(C)C)=O (2ethyl-6,6-dimethyl-cyclohexanone), C(C)C1C(C(CCC1)(C)C)(C#CC(C)O)O (2-ethyl-6,6-dimethyl-1-hydroxy-1-(3-hydroxy-but-1-yn-1-yl)-cyclohexane). Yield: 139.5%. Reaction SMILES: [OH-].[K+].C(OC(C)C)(C)C.[CH:10]#[C:11][CH:12]([OH:14])[CH3:13].[CH2:15]([CH:17]1[CH2:22][CH2:21][CH2:20][C:19]([CH3:24])([CH3:23])[C:18]1=[O:25])[CH3:16]>O>[CH2:15]([CH:17]1[CH2:22][CH2:21][CH2:20][C:19]([CH3:24])([CH3:23])[C:18]1=[O:25])[CH3:16].[CH2:15]([CH:17]1[CH2:22][CH2:21][CH2:20][C:19]([CH3:24])([CH3:23])[C:18]1([OH:25])[C:10]#[C:11][CH:12]([OH:14])[CH3:13])[CH3:16] |f:0.1|. Reported procedure: 448 g(8 mole) of KOH and 1100 ml of di-isopropyl-ether were first introduced into a reaction vessel fitted with cooling and stirring devices. 154 g (2.2 mole) of but-1-yn-3-ol were then added to the above mixture (temperature 25°-30°; addition period: 30 min), followed by 308 g (2.0 mole) of 2-ethyl-6,6-dimethyl-cyclohexanone (addition period: 30 min; dropwise). The reaction mixture was then stirred at 35° for 17 hours and, after cooling, 500 ml of water were progressively added thereto. After s...